This data is from the Open Reaction Database (ORD), a public repository of structured organic reaction records. The task is: describe an organic reaction: reactants, conditions, products, and yield As a reaction SMILES: [CH2:1]1[C:8]2[C:7]3[CH:9]=[C:10]([NH2:13])[CH:11]=[CH:12][C:6]=3[O:5][C:4]=2[CH2:3][CH2:2]1.[CH3:14][C:15]([CH3:20])([CH3:19])[C:16](Cl)=[O:17]>N1C=CC=CC=1>[CH2:1]1[C:8]2[C:7]3[CH:9]=[C:10]([NH:13][C:16](=[O:17])[C:15]([CH3:20])([CH3:19])[CH3:14])[CH:11]=[CH:12][C:6]=3[O:5][C:4]=2[CH2:3][CH2:2]1. The yield is 62.2%. Starting materials: C1CCC=2OC3=C(C21)C=C(C=C3)N (2,3-dihydro-1H-cyclopenta[b]benzofuran-7-ylamine), CC(C(=O)Cl)(C)C (trimethylacetyl chloride). Solvent: N1=CC=CC=C1 (pyridine). Procedure details: Following the procedure of Example 1, 2,3-dihydro-1H-cyclopenta[b]benzofuran-7-ylamine (0.69 g, 4.0 mmol) and trimethylacetyl chloride (0.55 mL, 4.4 mmol) in pyridine (10 mL) provided N-(2,3-dihydro-1H-cyclopenta(b)benzofuran-7-yl)-2,2-dimethyl-propionamide (0.64 g). Mp 188.5-190.0° C.; MS m/z 258 ([M+H]+); Anal. Calcd. for C16H19NO2: C, 74.68; H, 7.44; N, 5.44; Found: C, 74.67; H, 7.43; N, 5.39. Product: C1CCC=2OC3=C(C21)C=C(C=C3)NC(C(C)(C)C)=O (N-(2,3-dihydro-1H-cyclopenta(b)benzofuran-7-yl)-2,2-dimethyl-propionamide). As a reaction SMILES: [Br:16][CH2:17][c:18]1[cH:19][cH:20][cH:21][cH:22][cH:23]1.[CH3:1][c:2]1[cH:3][cH:4][cH:5][c:6]2[c:7]3[c:12]([nH:13][c:14]12)[CH2:11][CH2:10][CH2:9][C:8]3=[O:15].[O:24]=[CH:25][N:26]([CH3:27])[CH3:28]>>[CH3:1][c:2]1[cH:3][cH:4][cH:5][c:6]2[c:7]3[c:12]([n:13]([CH2:17][c:18]4[cH:19][cH:20][cH:21][cH:22][cH:23]4)[c:14]12)[CH2:11][CH2:10][CH2:9][C:8]3=[O:15]. Yields the product Cc1cccc2c3c(n(Cc4ccccc4)c12)CCCC3=O. Starting materials: BrCc1ccccc1, Cc1cccc2c3c([nH]c12)CCCC3=O, CN(C)C=O. Starting materials: NS(=O)(=O)C(CC(=O)OC)C1=C(C=C(C(=O)OC)C=C1)Br (Methyl 4-[1-(aminosulfonyl)-3-methoxy-3-oxopropyl]-3-bromobenzoate), C[O-].[Na+] (sodium methoxide). The solvent is CO (methanol). Reaction conditions: time 30 minute. Yields the product BrC=1C=C(C(=O)OC)C=CC1C1CC(NS1(=O)=O)=O (methyl 3-bromo-4-(1,1-dioxido-3-oxoisothiazolidin-5-yl)benzoate). Yield: 38.5%. RXN SMILES: [NH2:1][S:2]([CH:5]([C:11]1[CH:20]=[CH:19][C:14]([C:15]([O:17][CH3:18])=[O:16])=[CH:13][C:12]=1[Br:21])[CH2:6][C:7](OC)=[O:8])(=[O:4])=[O:3].C[O-].[Na+]>CO>[Br:21][C:12]1[CH:13]=[C:14]([CH:19]=[CH:20][C:11]=1[CH:5]1[S:2](=[O:4])(=[O:3])[NH:1][C:7](=[O:8])[CH2:6]1)[C:15]([O:17][CH3:18])=[O:16] |f:1.2|. Procedure: Methyl 4-[1-(aminosulfonyl)-3-methoxy-3-oxopropyl]-3-bromobenzoate (187 mg, 0.492 mmol) in methanol (16 mL) was treated with sodium methoxide (281 μL, 4.92 mmol) at 0° C. The solution stirred at room temperature for 3 h and 30 minutes. The reaction mixture was purified by preparative LCMS to afford product as a white solid (66 mg, 38%). 1H NMR (400 MHz, CD3OD): δ 8.31 (d, J=1.8 Hz, 1H), 8.07 (dd, J=8.2, 1.8 Hz, 1H), 7.67 (d, J=8.2 Hz, 1H), 5.71 (dd, J=8.7, 6.7 Hz, 1H), 3.94 (s, 3H), 3.52 (dd, J=... The reactants are BrC=1N(C2=NC(=NC(=C2N1)N)OCC(C)C)CC1CCOCC1 (8-Bromo-2-[(2-methylpropyl)oxy]-9-(tetrahydro-2H-pyran-4-ylmethyl)-9H-purin-6-amine), Cl (hydrochloric acid), [OH-].[Na+] (sodium hydroxide). The solvent is C(CCC)O (n-butanol). Yields the product NC1=C2NC(N(C2=NC(=N1)OCC(C)C)CC1CCOCC1)=O (6-Amino-2-[(2-methylproyl)oxy]-9-(tetrahydro-2H-pyran-4-ylmethyl)-7,9-dihydro-8H-Purin-8-one). RXN SMILES: Br[C:2]1[N:3]([CH2:17][CH:18]2[CH2:23][CH2:22][O:21][CH2:20][CH2:19]2)[C:4]2[C:9]([N:10]=1)=[C:8]([NH2:11])[N:7]=[C:6]([O:12][CH2:13][CH:14]([CH3:16])[CH3:15])[N:5]=2.Cl.[OH-:25].[Na+]>C(O)CCC>[NH2:11][C:8]1[N:7]=[C:6]([O:12][CH2:13][CH:14]([CH3:16])[CH3:15])[N:5]=[C:4]2[C:9]=1[NH:10][C:2](=[O:25])[N:3]2[CH2:17][CH:18]1[CH2:23][CH2:22][O:21][CH2:20][CH2:19]1 |f:2.3|. Procedure: 8-Bromo-2-[(2-methylpropyl)oxy]-9-(tetrahydro-2H-pyran-4-ylmethyl)-9H-purin-6-amine (100 mg) in n-butanol (2 mL) was refluxed with concentrated hydrochloric acid (2 mL) at 100° C. (external temperature) for 3 hours. The reaction mixture was evaporated under reduced pressure to dryness. To the reaction mixture was then added a small volume of water and an equivalent volume of methanol to give a suspension, which was then neutralised to by the addition of 2M sodium hydroxide (from pH ˜3 to 7). Thi... Procedure: A solution of (E)-6-chloro-9-[4-(diisopropoxy-phosphoryl)but-3-enyl]purine (309 mg, 829mmol) in saturated ethanolic ammonia (35 ml) was heated at 80° C. in a stainless steel autoclave for 5 hr. The solvent was removed and the residue purified by column chromatography on silica gel eluting with ethyl acetate-methanol (3:1) to give (E)-9-[4-(diisopropoxyphosphoryl)but-3-enyl]adenine as a white solid (205 mg, 70%), m.p. 121°-122° C.; λmax (EtOH) 262 (11,855)nm; υmax (KBr) 3320, 3175, 2935, 1650. 16... As a reaction SMILES: Cl[C:2]1[N:10]=[CH:9][N:8]=[C:7]2[C:3]=1[N:4]=[CH:5][N:6]2[CH2:11][CH2:12]/[CH:13]=[CH:14]/[P:15]([O:21][CH:22]([CH3:24])[CH3:23])([O:17][CH:18]([CH3:20])[CH3:19])=[O:16].[NH3:25]>>[CH:18]([O:17][P:15](/[CH:14]=[CH:13]/[CH2:12][CH2:11][N:6]1[CH:5]=[N:4][C:3]2[C:7]1=[N:8][CH:9]=[N:10][C:2]=2[NH2:25])([O:21][CH:22]([CH3:24])[CH3:23])=[O:16])([CH3:20])[CH3:19]. Yields the product C(C)(C)OP(=O)(OC(C)C)/C=C/CCN1C2=NC=NC(=C2N=C1)N ((E)-9-[4-(diisopropoxyphosphoryl)but-3-enyl]adenine). Reactants: ClC1=C2N=CN(C2=NC=N1)CC\C=C\P(=O)(OC(C)C)OC(C)C ((E)-6-chloro-9-[4-(diisopropoxy-phosphoryl)but-3-enyl]purine), stainless steel, N (ammonia). Yield: 70.0%. The reactants are C(C)(C)(C)[Si](OC1=CC=C(C=C1)NC(CCl)=O)(C)C (N-[4-(tert-Butyl-dimethyl-silanyloxy)-phenyl]-2-chloro-acetamide), ClC1=CC=C(CC2(CCNCC2)O)C=C1 (4-(4-Chloro-benzyl)-piperidin-4-ol). Product: C(C)(C)(C)[Si](OC1=CC=C(C=C1)NC(CN1CCC(CC1)(O)CC1=CC=C(C=C1)Cl)=O)(C)C (N-[4-(tert-Butyl-dimethyl-silanyloxy)-phenyl]-2-[4-(4-chloro-benzyl)-4-hydroxy-piperidin-1-yl]-acetamide). Reaction SMILES: [C:1]([Si:5]([CH3:19])([CH3:18])[O:6][C:7]1[CH:12]=[CH:11][C:10]([NH:13][C:14](=[O:17])[CH2:15]Cl)=[CH:9][CH:8]=1)([CH3:4])([CH3:3])[CH3:2].[Cl:20][C:21]1[CH:34]=[CH:33][C:24]([CH2:25][C:26]2([OH:32])[CH2:31][CH2:30][NH:29][CH2:28][CH2:27]2)=[CH:23][CH:22]=1>>[C:1]([Si:5]([CH3:19])([CH3:18])[O:6][C:7]1[CH:12]=[CH:11][C:10]([NH:13][C:14](=[O:17])[CH2:15][N:29]2[CH2:28][CH2:27][C:26]([CH2:25][C:24]3[CH:23]=[CH:22][C:21]([Cl:20])=[CH:34][CH:33]=3)([OH:32])[CH2:31][CH2:30]2)=[CH:9][CH:8]=1)([CH3:4])([CH3:3])[CH3:2]. Procedure: The title compound, m.p. 135°-136° C. and MS: m/e=489.4 (M+), was prepared from N-[4-(tert-Butyl-dimethyl-silanyloxy)-phenyl]-2-chloro-acetamide and 4-(4-Chloro-benzyl)-piperidin-4-ol. Starting materials: C(CCC)[Li] (n-butyl lithium), O (water), CC=1CC2=CC=CC=C2C1 (2-methylindene), BrCCBr (1, 2-dibromoethane). Solvent: CCCCCC (hexane), C1CCOC1 (THF). Conditions: time 1 hour. The product is CC=1C(C2=CC=CC=C2C1)C(C)C1C(=CC2=CC=CC=C12)C (bis-(2-methylindenyl) ethane). Reaction SMILES: [CH3:1][C:2]1[CH2:3][C:4]2[C:9]([CH:10]=1)=[CH:8][CH:7]=[CH:6][CH:5]=2.[CH2:11]([Li])[CH2:12][CH2:13][CH3:14].Br[CH2:17][CH2:18]Br.O>C1COCC1.CCCCCC>[CH3:1][C:2]1[CH:10]([CH:13]([CH:12]2[C:11]3[C:9](=[CH:10][CH:2]=[CH:3][CH:4]=3)[CH:8]=[C:17]2[CH3:18])[CH3:14])[C:9]2[C:4]([CH:3]=1)=[CH:5][CH:6]=[CH:7][CH:8]=2. Reported procedure: 5.0 g (33 mmol) of 2-methylindene was dissolved in 80 ml of THF in a 500 ml-glass reactor. While the solution was being cooled, a solution of 1.6M of n-butyl lithium in 21 ml of hexane was gradually dropped into the reactor. After the above substances had been agitated together at room temperature for 1 hour, they were again cooled. Thereafter, 3.1 g of 1, 2-dibromoethane was gradually dropped in. Then, the above substances were agitated together at room temperature for 12 hours, and 50 ml of wa... Procedure: 466 mg (3.4 mmol, 2.0 eq.) of potassium carbonate and 567 mg (2.5 mmol, 1.5 eq.) of 2,2,2-trifluoroethyl trifluoromethanesulphonate were added to a solution of 455 mg (purity 93%, 1.7 mmol) of 4-iodo-6-methoxypyridin-3-ol in 10 ml of dimethylformamide and 0.4 ml of acetonitrile, and the mixture was irradiated in a microwave at 150° C. for 30 min. A further 393 mg (1.7 mmol, 1.0 eq.) of 2,2,2-trifluoroethyl trifluoromethanesulphonate were added, and the reaction mixture was once more irradiated i... Product: IC1=CC(=NC=C1OCC(F)(F)F)OC (4-Iodo-2-methoxy-5-(2,2,2-trifluoroethoxy)pyridine). Solvent: CN(C=O)C (dimethylformamide), C(C)#N (acetonitrile). Starting materials: FC(S(=O)(=O)OCC(F)(F)F)(F)F (2,2,2-trifluoroethyl trifluoromethanesulphonate), C([O-])([O-])=O.[K+].[K+] (potassium carbonate), FC(S(=O)(=O)OCC(F)(F)F)(F)F (2,2,2-trifluoroethyl trifluoromethanesulphonate), IC1=C(C=NC(=C1)OC)O (4-iodo-6-methoxypyridin-3-ol), O.C(C)(=O)OCC (water ethyl acetate). Reaction SMILES: C(=O)([O-])[O-].[K+].[K+].FC(F)(F)S([O:12][CH2:13][C:14]([F:17])([F:16])[F:15])(=O)=O.[I:20][C:21]1[CH:26]=[C:25]([O:27][CH3:28])[N:24]=[CH:23][C:22]=1O.O.C(OCC)(=O)C>CN(C)C=O.C(#N)C>[I:20][C:21]1[C:22]([O:12][CH2:13][C:14]([F:17])([F:16])[F:15])=[CH:23][N:24]=[C:25]([O:27][CH3:28])[CH:26]=1 |f:0.1.2,5.6|. Reactants: C1CCNC1, O=C1CCC(Cc2ccccc2)CC1, O, Cc1ccc(S(=O)(=O)O)cc1, c1ccccc1. The product is C1=C(N2CCCC2)CCC(Cc2ccccc2)C1. As a reaction SMILES: [CH2:15]1[CH2:16][CH2:17][NH:18][CH2:19]1.[CH2:1]([c:2]1[cH:3][cH:4][cH:5][cH:6][cH:7]1)[CH:8]1[CH2:9][CH2:10][C:11](=[O:14])[CH2:12][CH2:13]1.[OH2:20].[c:21]1([CH3:22])[cH:23][cH:24][c:25]([S:26]([OH:27])(=[O:28])=[O:29])[cH:30][cH:31]1.[cH:32]1[cH:33][cH:34][cH:35][cH:36][cH:37]1>>[CH2:1]([c:2]1[cH:3][cH:4][cH:5][cH:6][cH:7]1)[CH:8]1[CH2:9][CH:10]=[C:11]([N:18]2[CH2:17][CH2:16][CH2:15][CH2:19]2)[CH2:12][CH2:13]1.